Dataset: the Open Reaction Database (ORD), a public repository of structured organic reaction records. Task: describe an organic reaction: reactants, conditions, products, and yield Reactants: Cc1ccc(N)cc1OCCN(C)C, CCO, Cc1cc(Cl)c2ccccc2n1, Cl. Product: Cc1cc(Nc2ccc(C)c(OCCN(C)C)c2)c2ccccc2n1. As a reaction SMILES: [CH3:1][N:2]([CH2:3][CH2:4][O:5][c:6]1[cH:7][c:8]([NH2:9])[cH:10][cH:11][c:12]1[CH3:13])[CH3:14].[CH3:28][CH2:29][OH:30].[Cl:15][c:16]1[cH:17][c:18]([CH3:26])[n:19][c:20]2[cH:21][cH:22][cH:23][cH:24][c:25]12.[ClH:27]>>[CH3:1][N:2]([CH2:3][CH2:4][O:5][c:6]1[cH:7][c:8]([NH:9][c:16]2[cH:17][c:18]([CH3:26])[n:19][c:20]3[cH:21][cH:22][cH:23][cH:24][c:25]23)[cH:10][cH:11][c:12]1[CH3:13])[CH3:14]. Reactants: CC=1N=C(SC1C)N (4,5-Dimethylthiazol-2-ylamine), BrCC1CCC1 (bromomethylcyclobutane), C12(CC3CC(CC(C1)C3)C2)C(=O)O (1-adamantane carboxylic acid). The product is C1(CCC1)CN1/C(/SC(=C1C)C)=N/C(=O)C12CC3CC(CC(C1)C3)C2 (N-[(2Z)-3-(cyclobutylmethyl)-4,5-dimethyl-1,3-thiazol-2(3H)-ylidene]adamantane-1-carboxamide). RXN SMILES: [CH3:1][C:2]1[N:3]=[C:4]([NH2:8])[S:5][C:6]=1[CH3:7].Br[CH2:10][CH:11]1[CH2:14][CH2:13][CH2:12]1.[C:15]12([C:25](O)=[O:26])[CH2:24][CH:19]3[CH2:20][CH:21]([CH2:23][CH:17]([CH2:18]3)[CH2:16]1)[CH2:22]2>>[CH:11]1([CH2:10][N:3]2[C:2]([CH3:1])=[C:6]([CH3:7])[S:5]/[C:4]/2=[N:8]\[C:25]([C:15]23[CH2:24][CH:19]4[CH2:18][CH:17]([CH2:23][CH:21]([CH2:20]4)[CH2:22]2)[CH2:16]3)=[O:26])[CH2:14][CH2:13][CH2:12]1. Procedure: 4,5-Dimethylthiazol-2-ylamine, bromomethylcyclobutane and 1-adamantane carboxylic acid were processed according to the method of Example 47 to afford the title compound. 1H NMR (CDCl3, 500 MHz) δ ppm 1.60-1.75 (m, 6H) 1.75-1.93 (m, 10H) 1.92-2.06 (m, 5H) 2.15 (s, 3H) 2.18 (s, 3H) 2.64-2.74 (m, 1H) 4.22 (d, J=7.18 Hz, 2H); MS (ESI) m/z 359 (M+H)+. Solvent: CO (methanol). Yields the product C(C)(C)(C)OCC(C(=O)O)NC(C1=C(C=CC=C1)SSC1=C(C=CC=C1)C(NC(COC(C)(C)C)C(=O)O)=O)=O (3-tert-Butoxy-2-{2-[2-(2-tert-butoxy-1-carboxy-ethylcarbamoyl)-phenyldisulfanyl]-benzoylamino}-propionic acid). RXN SMILES: [C:1]1([C:24]([NH:26][C@H:27]([C:30]([OH:32])=[O:31])[CH2:28][OH:29])=[O:25])[CH:6]=[CH:5][CH:4]=[CH:3][C:2]=1[S:7][S:8][C:9]1[CH:14]=[CH:13][CH:12]=[CH:11][C:10]=1[C:15]([NH:17][C@H:18]([C:21]([OH:23])=[O:22])[CH2:19][OH:20])=[O:16].[OH-].[Na+]>CO>[C:1]([O:20][CH2:19][CH:18]([NH:17][C:15](=[O:16])[C:10]1[CH:11]=[CH:12][CH:13]=[CH:14][C:9]=1[S:8][S:7][C:2]1[CH:3]=[CH:4][CH:5]=[CH:6][C:1]=1[C:24](=[O:25])[NH:26][CH:27]([C:30]([OH:32])=[O:31])[CH2:28][O:29][C:10]([CH3:15])([CH3:11])[CH3:9])[C:21]([OH:23])=[O:22])([CH3:24])([CH3:6])[CH3:2] |f:1.2|. Procedure details: A solution of N,N'-[dithiobis(2,1-phenylene carbonyl)]bis L-serine bis[O(1,1-dimethylethyl) bis (1,1-dimethylethyl)ester (1.0 g, 1.4 mmol) from Example 39, in 30 mL methanol was treated with 8 mL of 1N NaOH and allowed to stir for 18 hours. The methanol was removed in vacuo and the residual was diluted with 5 water and extracted with ethyl acetate. A slow stream of oxygen was passed thru the aqueous layer while dilute HCl was added to maintain a pH=6-7. After the disulfide formation was complete... Reactants: C1(=C(C=CC=C1)SSC1=C(C=CC=C1)C(=O)N[C@@H](CO)C(=O)O)C(=O)N[C@@H](CO)C(=O)O (N,N'-[dithiobis(2,1-phenylene carbonyl)]bis L-serine), O(1,1-dimethylethyl) bis (1,1-dimethylethyl)ester, [OH-].[Na+] (NaOH). Reaction conditions: time 18 hour. Yields the product Cl.O1C(=CC=C1)C1=CC(=C2C(=N1)CCC2)NC2=CC=C(C=C2)CCO (2-(4-((2-(Furan-2-yl)-6,7-dihydro-5H-cyclopenta[b]pyridin-4-yl)amino)phenyl)ethanol hydrochloride). Procedure details: Following general procedure B1, 4-chloro-2-(furan-2-yl)-6,7-dihydro-5H-cyclopenta[b]pyridine (0.064 g, 0.29 mmol) was reacted with 2-(4-aminophenyl)ethanol (0.048 g, 0.35 mmol), followed by formation of the hydrochloride salt to afford the title compound (0.038 g, 37%) as a white solid. MW=356.85. 1H NMR (DMSO-d6, 500 MHz) δ 14.14 (s, 1H), 9.57 (s, 1H), 7.95 (s, 1H), 7.52 (s, 1H), 7.35 (d, J=8.5 Hz, 2H), 7.27 (d, J=8.5 Hz, 2H), 7.01 (s, 1H), 6.77-6.72 (m, 1H), 4.68 (s, 1H), 3.66 (t, J=7.0 Hz, 2H... RXN SMILES: [Cl:1][C:2]1[CH:7]=[C:6]([C:8]2[O:9][CH:10]=[CH:11][CH:12]=2)[N:5]=[C:4]2[CH2:13][CH2:14][CH2:15][C:3]=12.[NH2:16][C:17]1[CH:22]=[CH:21][C:20]([CH2:23][CH2:24][OH:25])=[CH:19][CH:18]=1>>[ClH:1].[O:9]1[CH:10]=[CH:11][CH:12]=[C:8]1[C:6]1[N:5]=[C:4]2[CH2:13][CH2:14][CH2:15][C:3]2=[C:2]([NH:16][C:17]2[CH:22]=[CH:21][C:20]([CH2:23][CH2:24][OH:25])=[CH:19][CH:18]=2)[CH:7]=1 |f:2.3|. Isolated yield 36.7%. Reactants: ClC1=C2C(=NC(=C1)C=1OC=CC1)CCC2 (4-chloro-2-(furan-2-yl)-6,7-dihydro-5H-cyclopenta[b]pyridine), NC1=CC=C(C=C1)CCO (2-(4-aminophenyl)ethanol), hydrochloride salt. Starting materials: I(=O)(=O)(=O)[O-].[Na+] (sodium periodate), FC1=CC=C2C=CC(N(C2=C1)CC=C)=O (7-fluoro-1-(2-propen-1-yl)-2(1H)-quinolinone), I(=O)(=O)(=O)[O-].[Na+] (sodium periodate), I(=O)(=O)(=O)[O-].[Na+] (sodium periodate), C(Cl)Cl (DCM). Reagents/catalysts: O=[Os](=O)(=O)=O (OsO4). Solvent: O (water), O1CCOCC1 (1,4-dioxane), O (water), O (water). The product is FC1=CC=C2C=CC(N(C2=C1)CC=O)=O ((7-Fluoro-2-oxo-1(2H)-quinolinyl)acetaldehyde). Isolated yield 54.4%. As a reaction SMILES: [F:1][C:2]1[CH:11]=[C:10]2[C:5]([CH:6]=[CH:7][C:8](=[O:15])[N:9]2[CH2:12][CH:13]=C)=[CH:4][CH:3]=1.I([O-])(=O)(=O)=[O:17].[Na+].C(Cl)Cl>O1CCOCC1.O.O=[Os](=O)(=O)=O>[F:1][C:2]1[CH:11]=[C:10]2[C:5]([CH:6]=[CH:7][C:8](=[O:15])[N:9]2[CH2:12][CH:13]=[O:17])=[CH:4][CH:3]=1 |f:1.2|. Procedure: A solution of 7-fluoro-1-(2-propen-1-yl)-2(1H)-quinolinone (0.909 g, 4.48 mmol) in 1,4-dioxane (50 ml) and water (30 ml) at 0° C. was treated with sodium periodate (2.20 g, 10.30 mmol) and OsO4 (4% in water, 5 ml). The reaction was warmed to rt and stirred at rt for 1 h before an extra 30 ml of water was added, after another 1 h more sodium periodate (2.20 g, 10.30 mmol) was added and after a further 2 h more sodium periodate (4.20 g, 19.70 mmol) was added. The reaction was then stirred at rt fo...